Task: describe an organic reaction: reactants, conditions, products, and yield. Dataset: the Open Reaction Database (ORD), a public repository of structured organic reaction records The reactants are C[S-].[Na+] (Sodium thiomethoxide), ClC=1C2=C(SC1C(=O)N)C=CC(=C2)OC (3-chloro-5-methoxybenzo[b]thiophene-2-carboxamide), C[S-].[Na+] (sodium thiomethoxide). Solvent: C(C)(=O)OCC (ethyl acetate), CN(C)C=O (DMF). Run at time 1 hour. The product is COC1=CC2=C(SC(=C2SC)C(=O)N)C=C1 (5-methoxy-3-(methylthio)benzo[b]thiophene-2-carboxamide). Yield: 72.0%. RXN SMILES: [CH3:1][S-:2].[Na+].Cl[C:5]1[C:6]2[CH:16]=[C:15]([O:17][CH3:18])[CH:14]=[CH:13][C:7]=2[S:8][C:9]=1[C:10]([NH2:12])=[O:11]>CN(C=O)C.C(OCC)(=O)C>[CH3:18][O:17][C:15]1[CH:14]=[CH:13][C:7]2[S:8][C:9]([C:10]([NH2:12])=[O:11])=[C:5]([S:2][CH3:1])[C:6]=2[CH:16]=1 |f:0.1|. Reported procedure: Sodium thiomethoxide (93 mg, 1.32 mmol) is added to a suspension of 3-chloro-5-methoxybenzo[b]thiophene-2-carboxamide (250 mg, 1.03 mmol) in 2 mL of DMF. After 1 hour, an additional amount of sodium thiomethoxide (13 mg) is added. The reaction mixture is diluted with ethyl acetate and washed with 1N NaOH, 1N HCl, water, and brine. The organic layer is dried over MgSO4. Filtration followed by concentration in vacuo and recrystallization from ethyl acetate:hexane gives 5-methoxy-3-(methylthio)benz...